The task is: describe an organic reaction: reactants, conditions, products, and yield. This data is from the Open Reaction Database (ORD), a public repository of structured organic reaction records. The reactants are OCCBr, C1CCOC1, CCCNc1nc(SC)ncc1-c1n[nH]c(=O)o1, CCOC(=O)N=NC(=O)OCC, O, c1ccc(P(c2ccccc2)c2ccccc2)cc1. Yields the product CCCNc1nc(SC)ncc1-c1nn(CCBr)c(=O)o1. RXN SMILES: [Br:50][CH2:51][CH2:52][OH:53].[CH2:55]1[O:56][CH2:57][CH2:58][CH2:59]1.[CH3:1][S:2][c:3]1[n:4][cH:5][c:6](-[c:13]2[n:14][nH:15][c:16](=[O:18])[o:17]2)[c:7]([NH:9][CH2:10][CH2:11][CH3:12])[n:8]1.[O:38]=[C:39]([O:40][CH2:41][CH3:42])[N:43]=[N:44][C:45]([O:46][CH2:47][CH3:48])=[O:49].[OH2:54].[c:19]1([P:20]([c:21]2[cH:22][cH:23][cH:24][cH:25][cH:26]2)[c:27]2[cH:28][cH:29][cH:30][cH:31][cH:32]2)[cH:33][cH:34][cH:35][cH:36][cH:37]1>>[CH3:1][S:2][c:3]1[n:4][cH:5][c:6](-[c:13]2[n:14][n:15]([CH2:52][CH2:51][Br:50])[c:16](=[O:18])[o:17]2)[c:7]([NH:9][CH2:10][CH2:11][CH3:12])[n:8]1. Starting materials: O=C([O-])O, CCOC(C)=O, [Cl-], O=C(OCCN1CCCCC1)c1cc([N+](=O)[O-])cc2cc(-c3ccccc3)oc12, [Na+], O, O. Product: Nc1cc(C(=O)OCCN2CCCCC2)c2oc(-c3ccccc3)cc2c1. As a reaction SMILES: [C:33](=[O:34])([OH:35])[O-:36].[CH3:38][CH2:39][O:40][C:41](=[O:42])[CH3:43].[Cl-:32].[N+:1]([O-:2])(=[O:3])[c:4]1[cH:5][c:6]([C:19](=[O:20])[O:21][CH2:22][CH2:23][N:24]2[CH2:25][CH2:26][CH2:27][CH2:28][CH2:29]2)[c:7]2[c:8]([cH:9][c:10](-[c:12]3[cH:13][cH:14][cH:15][cH:16][cH:17]3)[o:11]2)[cH:18]1.[Na+:37].[OH2:30].[OH2:31]>>[NH2:1][c:4]1[cH:5][c:6]([C:19](=[O:20])[O:21][CH2:22][CH2:23][N:24]2[CH2:25][CH2:26][CH2:27][CH2:28][CH2:29]2)[c:7]2[c:8]([cH:9][c:10](-[c:12]3[cH:13][cH:14][cH:15][cH:16][cH:17]3)[o:11]2)[cH:18]1. Starting materials: C(C)(C)(C)OC(=O)N1CCC(CC1)NC1=CC=C(C=C1)C (1-(tert-Butoxycarbonyl)-4-[(4-methylphenyl)amino]piperidine), ClCC=1C=C(C=NC1)C1=CC(=C(C(=C1)OC)OC)OC (5-chloromethyl-3-(3,4,5-trimethoxyphenyl)pyridine). Yields the product C(C)(C)(C)OC(=O)N1CCC(CC1)N(CC=1C=C(C=NC1)C1=CC(=C(C(=C1)OC)OC)OC)C1=CC=C(C=C1)C (1-(tert-Butoxycarbonyl)-4-[N-(4-methylphenyl)-N-[[3-(3,4,5-trimethoxyphenyl)pyridin-5-yl]methyl]amino]piperidine). RXN SMILES: [C:1]([O:5][C:6]([N:8]1[CH2:13][CH2:12][CH:11]([NH:14][C:15]2[CH:20]=[CH:19][C:18]([CH3:21])=[CH:17][CH:16]=2)[CH2:10][CH2:9]1)=[O:7])([CH3:4])([CH3:3])[CH3:2].Cl[CH2:23][C:24]1[CH:25]=[C:26]([C:30]2[CH:35]=[C:34]([O:36][CH3:37])[C:33]([O:38][CH3:39])=[C:32]([O:40][CH3:41])[CH:31]=2)[CH:27]=[N:28][CH:29]=1>>[C:1]([O:5][C:6]([N:8]1[CH2:13][CH2:12][CH:11]([N:14]([C:15]2[CH:20]=[CH:19][C:18]([CH3:21])=[CH:17][CH:16]=2)[CH2:23][C:24]2[CH:25]=[C:26]([C:30]3[CH:35]=[C:34]([O:36][CH3:37])[C:33]([O:38][CH3:39])=[C:32]([O:40][CH3:41])[CH:31]=3)[CH:27]=[N:28][CH:29]=2)[CH2:10][CH2:9]1)=[O:7])([CH3:4])([CH3:3])[CH3:2]. Procedure details: 1-(tert-Butoxycarbonyl)-4-[(4-methylphenyl)amino]piperidine (581 mg) and 5-chloromethyl-3-(3,4,5-trimethoxyphenyl)pyridine (588 mg) was treated in the same manner as described in Example 9 to give light yellow amorphous of the title compound. The reactants are Cc1cc(C(=O)O)cc(Cl)n1, CCCCN1CCNCC1. Reagents/catalysts: CN(C)C(=[N+](C)C)ON1C(=O)C2=C(C1=O)C(=C(C(=C2Cl)Cl)Cl)Cl.F[P-](F)(F)(F)(F)F (CITU), CN1CCOCC1 (NMM). The solvent is CN(C)C=O (DMF), CN(C)C=O (DMF), CN(C)C=O (DMF), CN(C)C=O (DMF), CN(C)C=O (DMF), CN(C)C=O (DMF). Run at temperature 25 celsius, time 2 hour. Yields the product CCCCN1CCN(C(=O)c2cc(C)nc(Cl)c2)CC1. Yield: 39.8%. RXN SMILES: CCCCN1CCNCC1.Cc1cc(C(=O)O)cc(Cl)n1.CN(C)C(=[N+](C)C)ON1C(=O)C2=C(C1=O)C(=C(C(=C2Cl)Cl)Cl)Cl.F[P-](F)(F)(F)(F)F.CN1CCOCC1.CN(C)C=O>>CCCCN1CCN(C(=O)c2cc(C)nc(Cl)c2)CC1. The reactants are C(C)(C)(C)OC(=O)N1[C@H](C[C@H](C1)CCO)C(=O)OC (cis methyl N-t-butoxycarbonyl-4-(2-hydroxyethyl)pyrrolidine-2-carboxylate), C1(=CC=CC=C1)P(C1=CC=CC=C1)C1=CC=CC=C1 (triphenylphosphine), BrN1C(CCC1=O)=O (N-bromosuccinimide). The solvent is C(Cl)Cl (methylene chloride). Conditions: time 0.5 hour. Product: C(C)(C)(C)OC(=O)N1[C@H](C[C@H](C1)CCBr)C(=O)OC (cis methyl N-t-butoxycarbonyl-4-(2-bromoethyl)-pyrrolidine-2-carboxylate). As a reaction SMILES: [C:1]([O:5][C:6]([N:8]1[CH2:12][C@H:11]([CH2:13][CH2:14]O)[CH2:10][C@@H:9]1[C:16]([O:18][CH3:19])=[O:17])=[O:7])([CH3:4])([CH3:3])[CH3:2].C1(P(C2C=CC=CC=2)C2C=CC=CC=2)C=CC=CC=1.[Br:39]N1C(=O)CCC1=O>C(Cl)Cl>[C:1]([O:5][C:6]([N:8]1[CH2:12][C@H:11]([CH2:13][CH2:14][Br:39])[CH2:10][C@@H:9]1[C:16]([O:18][CH3:19])=[O:17])=[O:7])([CH3:4])([CH3:3])[CH3:2]. Procedure: To a solution of 0.58 g of cis methyl N-t-butoxycarbonyl-4-(2-hydroxyethyl)pyrrolidine-2-carboxylate in 6 ml methylene chloride is added at 0° 0.577 g triphenylphosphine followed by 0.388 g N-bromosuccinimide. After stirring 0.5 hour, the solvent is evaporated and the residue flash chromatographed using ethyl acetate/hexane (35:65) to afford cis methyl N-t-butoxycarbonyl-4-(2-bromoethyl)-pyrrolidine-2-carboxylate. Starting materials: CC(=O)OC(C)c1ccc(-c2ccc(OCc3ccc(Cl)cc3)cc2)cc1, O=P([O-])([O-])[O-]. Product: CC(O)c1ccc(-c2ccc(OCc3ccc(Cl)cc3)cc2)cc1. As a reaction SMILES: [C:1](=[O:2])([CH3:3])[O:4][CH:5]([CH3:6])[c:7]1[cH:8][cH:9][c:10](-[c:13]2[cH:14][cH:15][c:16]([O:19][CH2:20][c:21]3[cH:22][cH:23][c:24]([Cl:27])[cH:25][cH:26]3)[cH:17][cH:18]2)[cH:11][cH:12]1.[O-:28][P:29](=[O:30])([O-:31])[O-:32]>>[OH:4][CH:5]([CH3:6])[c:7]1[cH:8][cH:9][c:10](-[c:13]2[cH:14][cH:15][c:16]([O:19][CH2:20][c:21]3[cH:22][cH:23][c:24]([Cl:27])[cH:25][cH:26]3)[cH:17][cH:18]2)[cH:11][cH:12]1. Starting materials: COC1=CC(=NC(=C1)CCCCCCCCCCOCOC)N(C)C (4-methoxy-6-(10-(methoxymethoxy)decyl)-N,N-dimethylpyridin-2-amine), BrN1C(CCC1=O)=O (N-bromosuccinimide). Run in C(C)#N (acetonitrile). Run at temperature 23 celsius, time 3 hour. Product: BrC=1C(=CC(=NC1CCCCCCCCCCOCOC)N(C)C)OC (5-Bromo-4-methoxy-6-(10-(methoxymethoxy)decyl)-N,N-dimethylpyridin-2-amine). Reaction SMILES: [CH3:1][O:2][C:3]1[CH:8]=[C:7]([CH2:9][CH2:10][CH2:11][CH2:12][CH2:13][CH2:14][CH2:15][CH2:16][CH2:17][CH2:18][O:19][CH2:20][O:21][CH3:22])[N:6]=[C:5]([N:23]([CH3:25])[CH3:24])[CH:4]=1.[Br:26]N1C(=O)CCC1=O>C(#N)C>[Br:26][C:8]1[C:3]([O:2][CH3:1])=[CH:4][C:5]([N:23]([CH3:25])[CH3:24])=[N:6][C:7]=1[CH2:9][CH2:10][CH2:11][CH2:12][CH2:13][CH2:14][CH2:15][CH2:16][CH2:17][CH2:18][O:19][CH2:20][O:21][CH3:22]. Reported procedure: To a stirred solution containing 213 mg (0.60 mmol) of 4-methoxy-6-(10-(methoxymethoxy)decyl)-N,N-dimethylpyridin-2-amine in 5 mL of acetonitrile were added 107 mg (0.60 mmol) of N-bromosuccinimide. The reaction mixture was stirred at 23° C. protected from light for 3 h. The reaction mixture was poured into 50 mL of satd. aq. sodium bicarbonate and extracted two 50-mL portions of ethyl acetate. The combined organic layer was washed with one 50-mL portion of brine, dried (MgSO4) and concentrated ... Reactants: O=C([O-])[O-], CC(C)=O, Fc1cccc(CBr)c1, N#Cc1ccc(O)cc1F, [K+], [K+]. The product is N#Cc1ccc(OCc2cccc(F)c2)cc1F. RXN SMILES: [C:20](=[O:21])([O-:22])[O-:23].[CH3:26][C:27](=[O:28])[CH3:29].[F:11][c:12]1[cH:13][c:14]([CH2:15][Br:16])[cH:17][cH:18][cH:19]1.[F:1][c:2]1[c:3]([C:4]#[N:5])[cH:6][cH:7][c:8]([OH:10])[cH:9]1.[K+:24].[K+:25]>>[F:1][c:2]1[c:3]([C:4]#[N:5])[cH:6][cH:7][c:8]([O:10][CH2:15][c:14]2[cH:13][c:12]([F:11])[cH:19][cH:18][cH:17]2)[cH:9]1. The reactants are BrC1=CC=C(N)C=C1 (4-bromoaniline), C(C)(=O)OC(C)=O (acetic anhydride). Solvent: CO (methanol). Reaction conditions: temperature 0 celsius, time 1 hour. The product is C(C)(=O)NC1=CC=C(C=C1)Br (N-acetyl-4-bromoaniline). Yield: 100.0%. Reaction SMILES: [Br:1][C:2]1[CH:8]=[CH:7][C:5]([NH2:6])=[CH:4][CH:3]=1.[C:9](OC(=O)C)(=[O:11])[CH3:10]>CO>[C:9]([NH:6][C:5]1[CH:7]=[CH:8][C:2]([Br:1])=[CH:3][CH:4]=1)(=[O:11])[CH3:10]. Procedure: In an atmosphere of argon, 50 g (290.7 mmols) of 4-bromoaniline was dissolved in 580 ml of methanol, and the solution obtained was cooled to 0° C., and thereafter 32.6g (1.1-fold equivalent weight) of acetic anhydride was dropwise added thereto. Thereafter, the solution obtained was restored to room temperature, followed by stirring for 1 hour, and the crystals deposited were filtered off. To the residue obtained by vacuum concentration of the filtrate, 250 ml of water was added, and the crystal...